From a dataset of the Open Reaction Database (ORD), a public repository of structured organic reaction records. describe an organic reaction: reactants, conditions, products, and yield As a reaction SMILES: [CH3:27][OH:28].[Cl:1][c:2]1[c:3]([NH:20][c:21]2[cH:22][cH:23][cH:24][cH:25][cH:26]2)[c:4]2[c:5]([n:6][cH:7]1)[nH:8][c:9](-[c:11]1[cH:12][cH:13][c:14]([N+:17]([O-:18])=[O:19])[cH:15][cH:16]1)[n:10]2>>[Cl:1][c:2]1[c:3]([NH:20][c:21]2[cH:22][cH:23][cH:24][cH:25][cH:26]2)[c:4]2[c:5]([n:6][cH:7]1)[nH:8][c:9](-[c:11]1[cH:12][cH:13][c:14]([NH2:17])[cH:15][cH:16]1)[n:10]2. The reactants are CO, O=[N+]([O-])c1ccc(-c2nc3c(Nc4ccccc4)c(Cl)cnc3[nH]2)cc1. The product is Nc1ccc(-c2nc3c(Nc4ccccc4)c(Cl)cnc3[nH]2)cc1. Starting materials: C1(=CC=CC=C1)/C=C/C(=O)O ((2E)-3-phenylacrylic acid), NC1=CC=C(OC=2C=CC=3N(N2)C=C(N3)NC(=O)C3CC3)C=C1 (N-[6-(4-aminophenoxy)imidazo[1,2-b]pyridazin-2-yl]cyclopropanecarboxamide), CN(C=O)C (N,N-dimethylformamide), C(C(=O)Cl)(=O)Cl (oxalyl chloride). Run in CN(C(C)=O)C (N,N-dimethylacetamide), O1CCCC1 (tetrahydrofuran). Product: C1(=CC=CC=C1)/C=C/C(=O)NC1=CC=C(OC=2C=CC=3N(N2)C=C(N3)NC(=O)C3CC3)C=C1 (N-[6-(4-{[(2E)-3-phenylprop-2-enoyl]amino}phenoxy)imidazo[1,2-b]pyridazin-2-yl]cyclopropanecarboxamide). The yield is 46.6%. Reaction SMILES: [C:1]1(/[CH:7]=[CH:8]/[C:9]([OH:11])=O)[CH:6]=[CH:5][CH:4]=[CH:3][CH:2]=1.CN(C)C=O.C(Cl)(=O)C(Cl)=O.[NH2:23][C:24]1[CH:45]=[CH:44][C:27]([O:28][C:29]2[CH:30]=[CH:31][C:32]3[N:33]([CH:35]=[C:36]([NH:38][C:39]([CH:41]4[CH2:43][CH2:42]4)=[O:40])[N:37]=3)[N:34]=2)=[CH:26][CH:25]=1>CN(C)C(=O)C.O1CCCC1>[C:1]1(/[CH:7]=[CH:8]/[C:9]([NH:23][C:24]2[CH:45]=[CH:44][C:27]([O:28][C:29]3[CH:30]=[CH:31][C:32]4[N:33]([CH:35]=[C:36]([NH:38][C:39]([CH:41]5[CH2:42][CH2:43]5)=[O:40])[N:37]=4)[N:34]=3)=[CH:26][CH:25]=2)=[O:11])[CH:2]=[CH:3][CH:4]=[CH:5][CH:6]=1. Reported procedure: Using (2E)-3-phenylacrylic acid (135 mg, 0.91 mmol), tetrahydrofuran (3.0 mL), N,N-dimethylformamide (20 μL, 0.26 mmol), oxalyl chloride (80 μL, 0.91 mmol), N-[6-(4-aminophenoxy)imidazo[1,2-b]pyridazin-2-yl]cyclopropanecarboxamide (200 mg, 0.65 mmol) and N,N-dimethylacetamide (4.0 mL), and in the same manner as in Example 255, the title compound (133 mg, 47%) was obtained as a white powder. Starting materials: OOS(=O)[O-].[K+] (OXONE), CCOC(=O)C (EtOAc), C=CCCCCCCC (1-Nonene), [O-]S(=O)[O-].[Na+].[Na+] (Na2SO3). The reagents and catalysts are O=[Os](=O)(=O)=O (OsO4). The solvent is CN(C)C=O (DMF). Run at time 5 minute. The product is C(CCCCCCC)(=O)O (Octanoic acid). The yield is 90.0%. RXN SMILES: [CH2:1]=[CH:2][CH2:3][CH2:4][CH2:5][CH2:6]CCC.OOS([O-])=O.[K+].[O-]S([O-])=O.[Na+].[Na+].CC[O:24][C:25]([CH3:27])=[O:26]>CN(C=O)C.O=[Os](=O)(=O)=O>[C:25]([OH:24])(=[O:26])[CH2:27][CH2:1][CH2:2][CH2:3][CH2:4][CH2:5][CH3:6] |f:1.2,3.4.5|. Reported procedure: 1-Nonene (100 mg) was dissolved in DMF (5 mL), and OsO4 (0.1 mL, 2.5% in tBuOH) was added and stirred for 5 min. OXONE (1.94 g) was added in one portion and the reaction had a final volume (7 mL). The reaction was stirred at room temperature for 3 hours or until the solution becomes colorless. This usually marks the completion of the reaction which was verified by TLC or GC. Na2SO3 (600 mg) was added, to reduce the remaining Os(VIII), and stirred for an additional hour or until solution became d... Starting materials: [S-]C#N.[NH4+] (ammonium thiocyanate), NC=1C(=CC=CC1)C (o-toluidine), S(O)(O)(=O)=O (sulfuric acid). Run in ClC1=C(C=CC=C1)C (o-chlorotoluene). Yields the product C1(=C(C=CC=C1)NC(=S)N)C (o-tolylthiourea), C1(=C(C=CC=C1)N(C(=S)N)C1=C(C=CC=C1)C)C (N,N-di-o-tolylthiourea). Isolated yield 4.0%. Reaction SMILES: [NH2:1][C:2]1[C:3]([CH3:8])=[CH:4][CH:5]=[CH:6][CH:7]=1.S(=O)(=O)(O)O.[S-:14][C:15]#[N:16].[NH4+]>ClC1C=CC=CC=1C>[C:3]1([CH3:8])[CH:4]=[CH:5][CH:6]=[CH:7][C:2]=1[NH:1][C:15]([NH2:16])=[S:14].[C:3]1([CH3:8])[CH:4]=[CH:5][CH:6]=[CH:7][C:2]=1[N:1]([C:2]1[CH:7]=[CH:6][CH:5]=[CH:4][C:3]=1[CH3:8])[C:15]([NH2:16])=[S:14] |f:2.3|. Procedure details: In accordance with the process of Example 1 except using 107.2 g of o-toluidine, 250 ml of o-chlorotoluene, 51.6 g of conc. sulfuric acid and 87.5 g of ammonium thiocyanate and reacting them at 90° to 100° C. for 10 hours to obtain o-tolylthiourea having a purity of 95.8% (4.0% of N,N-di-o-tolylthiourea) in an yield of 70.6% as a pure product. The separation of ditolylthiourea was not satisfactory and the yield was low. Starting materials: tetrakistriphenylphosphine palladium, C1(=CC=CC=C1)P(C1=CC=CC=C1)C1=CC=CC=C1 (triphenylphosphine), C(C)C(C(=O)[O-])CCCC.[Na+] (sodium 2-ethylhexanoate), C(C1=CC=CC=C1)C(C(=O)OCC=C)C1=CC=C2C=CN(C2=C1)CC1=CC=CC=C1 (allyl 2-benzyl-2-(1-benzylindol-6-yl)acetate), aqueous solution, Cl (hydrochloric acid). Run in C(Cl)Cl (methylene chloride). Reaction conditions: time 8 hour. Yields the product C(C1=CC=CC=C1)C(C(=O)O)C1=CC=C2C=CN(C2=C1)CC1=CC=CC=C1 (2-Benzyl-2-(1-benzylindol-6-yl)acetic acid). The yield is 65.3%. RXN SMILES: C1(P(C2C=CC=CC=2)C2C=CC=CC=2)C=CC=CC=1.C(C(CCCC)C([O-])=O)C.[Na+].[CH2:31]([CH:38]([C:45]1[CH:53]=[C:52]2[C:48]([CH:49]=[CH:50][N:51]2[CH2:54][C:55]2[CH:60]=[CH:59][CH:58]=[CH:57][CH:56]=2)=[CH:47][CH:46]=1)[C:39]([O:41]CC=C)=[O:40])[C:32]1[CH:37]=[CH:36][CH:35]=[CH:34][CH:33]=1.Cl>C(Cl)Cl>[CH2:31]([CH:38]([C:45]1[CH:53]=[C:52]2[C:48]([CH:49]=[CH:50][N:51]2[CH2:54][C:55]2[CH:60]=[CH:59][CH:58]=[CH:57][CH:56]=2)=[CH:47][CH:46]=1)[C:39]([OH:41])=[O:40])[C:32]1[CH:33]=[CH:34][CH:35]=[CH:36][CH:37]=1 |f:1.2|. Procedure details: 6 mg of tetrakistriphenylphosphine palladium, 7 mg of triphenylphosphine and 65 mg of sodium 2-ethylhexanoate were added to a solution of 104 mg of allyl 2-benzyl-2-(1-benzylindol-6-yl)acetate, as obtained in Example 65, in 5 ml of methylene chloride, and the resulting mixture was stirred at room temperature overnight. After completion of the reaction, the reaction mixture was acidified by the addition of a 3% aqueous solution of hydrochloric acid, followed by extraction with ethyl acetate. The ... Starting materials: COC(=O)c1ccc(C#Cc2ccccc2)cc1NC(=O)c1ccccc1, CO, [Na+], C1CCOC1, [OH-]. Product: O=C(Nc1cc(C#Cc2ccccc2)ccc1C(=O)O)c1ccccc1. As a reaction SMILES: [C:5]([c:6]1[cH:7][cH:8][cH:9][cH:10][cH:11]1)(=[O:12])[NH:13][c:14]1[c:15]([C:16](=[O:17])[O:18][CH3:19])[cH:20][cH:21][c:22]([C:24]#[C:25][c:26]2[cH:27][cH:28][cH:29][cH:30][cH:31]2)[cH:23]1.[CH3:3][OH:4].[Na+:2].[O:32]1[CH2:33][CH2:34][CH2:35][CH2:36]1.[OH-:1]>>[C:5]([c:6]1[cH:7][cH:8][cH:9][cH:10][cH:11]1)(=[O:12])[NH:13][c:14]1[c:15]([C:16](=[O:17])[OH:18])[cH:20][cH:21][c:22]([C:24]#[C:25][c:26]2[cH:27][cH:28][cH:29][cH:30][cH:31]2)[cH:23]1.